Dataset: the Open Reaction Database (ORD), a public repository of structured organic reaction records. Task: describe an organic reaction: reactants, conditions, products, and yield The reactants are N12CC(C(CC1)CC2)OC=2N=CC(=NC2)C2=CC=C(C=C2)NC(C)=O (N-{4-[5-(1-azabicyclo[2.2.2]oct-3-yloxy)pyrazin-2-yl]phenyl}acetamide), C(\C=C\C(=O)O)(=O)O (fumaric acid). Run in C(C)(=O)OCC.C(C)O (ethyl acetate ethanol). The product is C(\C=C\C(=O)O)(=O)O.N12CC(C(CC1)CC2)OC=2N=CC(=NC2)C2=CC=C(C=C2)NC(C)=O.N21CC(C(CC2)CC1)OC=1N=CC(=NC1)C1=CC=C(C=C1)NC(C)=O (N-{4-[5-(1-azabicyclo[2.2.2]oct-3-yloxy)pyrazin-2-yl]phenyl}acetamide hemifumarate). RXN SMILES: [N:1]12[CH2:8][CH2:7][CH:4]([CH2:5][CH2:6]1)[CH:3]([O:9][C:10]1[N:11]=[CH:12][C:13]([C:16]3[CH:21]=[CH:20][C:19]([NH:22][C:23](=[O:25])[CH3:24])=[CH:18][CH:17]=3)=[N:14][CH:15]=1)[CH2:2]2.[C:26]([OH:33])(=[O:32])/[CH:27]=[CH:28]/[C:29]([OH:31])=[O:30]>C(OCC)(=O)C.C(O)C>[C:26]([OH:33])(=[O:32])/[CH:27]=[CH:28]/[C:29]([OH:31])=[O:30].[N:1]12[CH2:6][CH2:5][CH:4]([CH2:7][CH2:8]1)[CH:3]([O:9][C:10]1[N:11]=[CH:12][C:13]([C:16]3[CH:21]=[CH:20][C:19]([NH:22][C:23](=[O:25])[CH3:24])=[CH:18][CH:17]=3)=[N:14][CH:15]=1)[CH2:2]2.[N:1]12[CH2:6][CH2:5][CH:4]([CH2:7][CH2:8]1)[CH:3]([O:9][C:10]1[N:11]=[CH:12][C:13]([C:16]3[CH:21]=[CH:20][C:19]([NH:22][C:23](=[O:25])[CH3:24])=[CH:18][CH:17]=3)=[N:14][CH:15]=1)[CH2:2]2 |f:2.3,4.5.6|. Procedure details: The product of Example 17A (50 mg, 0.15 mmol) in ethyl acetate/ethanol (3 mL, 1:1) was treated with fumaric acid (23 mg, 0.2 mmol) at ambient temperature for 10 hours. The title compound was obtained as a solid (40 mg, yield, 63%). 1H NMR (MeOH-d4, 300 MHz) δ 1.77-2.17 (m, 6H), 2.21-2.37 (m, 1H), 2.47-2.56 (m, 1H), 3.13-3.40 (m, 5H), 3.71-3.83 (m, 1H), 5.31-5.38 (m, 1H), 6.68 (m, 1.2H), 7.68 (d, J=8.8 Hz, 2H), 7.92 (d, J=8.8 Hz, 2H), 8.31 (d, J=1.4 Hz, 1H), 8.59 (d, J=1.4 Hz, 1H) ppm. MS (DCl/NH... The reactants are [H-].[Na+] (Sodium hydride), C(#N)C=1C(=NC(=NC1)SC)NC(C)=O (N-(5-cyano-2-methylsulfanyl-pyrimidin-4-yl)-acetamide), BrCCCO[Si](C)(C)C(C)(C)C ((3-Bromopropoxy)-tert-butyldimethylsilane), [H-].[Na+] (NaH), BrCCCO[Si](C)(C)C(C)(C)C ((3-bromopropoxy)-tert-butyldimethylsilane). The solvent is CS(=O)C (DMSO). Run at temperature 85 celsius, time 2 hour. Product: NC1=CC(N(C=2N=C(N=CC21)SC)CCCO[Si](C)(C)C(C)(C)C)=O (5-amino-8-[3-(tert-butyl-dimethyl-silanyloxy)-propyl]-2-methylsulfanyl-8H-pyrido[2,3-d]pyrimidin-7-one), C(C)(C)(C)[Si](OCCCN(C(C)=O)C1=NC(=NC=C1C#N)SC)(C)C (N-[3-(tert-butyl-dimethyl-silanyloxy)-propyl]-N-(5-cyano-2-methylsulfanyl-pyrimidin-4-yl)-acetamide). The yield is 22.0%. As a reaction SMILES: [H-].[Na+].[C:3]([C:5]1[C:6]([NH:13][C:14](=[O:16])[CH3:15])=[N:7][C:8]([S:11][CH3:12])=[N:9][CH:10]=1)#[N:4].Br[CH2:18][CH2:19][CH2:20][O:21][Si:22]([C:25]([CH3:28])([CH3:27])[CH3:26])([CH3:24])[CH3:23]>CS(C)=O>[NH2:4][C:3]1[C:5]2[CH:10]=[N:9][C:8]([S:11][CH3:12])=[N:7][C:6]=2[N:13]([CH2:18][CH2:19][CH2:20][O:21][Si:22]([C:25]([CH3:26])([CH3:28])[CH3:27])([CH3:23])[CH3:24])[C:14](=[O:16])[CH:15]=1.[C:25]([Si:22]([CH3:24])([CH3:23])[O:21][CH2:20][CH2:19][CH2:18][N:13]([C:6]1[C:5]([C:3]#[N:4])=[CH:10][N:9]=[C:8]([S:11][CH3:12])[N:7]=1)[C:14](=[O:16])[CH3:15])([CH3:28])([CH3:27])[CH3:26] |f:0.1|. Procedure details: Sodium hydride (60% suspension in mineral oil, 468 mg) was added portionwise, at RT, under argon atmosphere, to a solution of N-(5-cyano-2-methylsulfanyl-pyrimidin-4-yl)-acetamide (2.03 g, 9.75 mmol) in anhydrous DMSO (20 mL) and the resulting mixture was stirred at RT for 40 min. (3-Bromopropoxy)-tert-butyldimethylsilane (3.39 mL, 14.63 mmol) was then added dropwise over a period of 2 min at RT and the reaction mixture was stirred for 2 h. The resulting mixture was then heated at 85° C. for 2 h... Reported procedure: Prepared from 5,6-diamino-1-butyl-3-(2-fluoro-benzyl)-1H-pyrimidine-2,4-dione (30.6 mg, 0.1 mmol) and [4-(1,3,5-trimethyl-1H-pyrazol-4-ylsulfamoyl)-phenyl]-acetic acid. 4-[3-Butyl-1-(2-fluoro-benzyl)-2,6-dioxo-2,3,6,7-tetrahydro-1H-purin-8-ylmethyl]-N-(1,3,5-trimethyl-1H-pyrazol-4-yl)-benzenesulfonamide was obtained as a colorless solid; 1H NMR (DMSO-d6, 300 MHz) δH 13.48 (s, 1H), 8.94 (s, 1H), 7.49 (d, J=8.4 Hz, 2H), 7.38 (d, J=7.7 Hz, 2H), 7.30–6.90 (m, 4H), 5.03 (s, 2H), 4.10 (s, 2H), 3.88 (t... As a reaction SMILES: [NH2:1][C:2]1[C:3](=[O:22])[N:4]([CH2:14][C:15]2[CH:20]=[CH:19][CH:18]=[CH:17][C:16]=2[F:21])[C:5](=[O:13])[N:6]([CH2:9][CH2:10][CH2:11][CH3:12])[C:7]=1[NH2:8].[CH3:23][N:24]1[C:28]([CH3:29])=[C:27]([NH:30][S:31]([C:34]2[CH:39]=[CH:38][C:37]([CH2:40][C:41](O)=O)=[CH:36][CH:35]=2)(=[O:33])=[O:32])[C:26]([CH3:44])=[N:25]1>>[CH2:9]([N:6]1[C:7]2[N:8]=[C:41]([CH2:40][C:37]3[CH:38]=[CH:39][C:34]([S:31]([NH:30][C:27]4[C:26]([CH3:44])=[N:25][N:24]([CH3:23])[C:28]=4[CH3:29])(=[O:32])=[O:33])=[CH:35][CH:36]=3)[NH:1][C:2]=2[C:3](=[O:22])[N:4]([CH2:14][C:15]2[CH:20]=[CH:19][CH:18]=[CH:17][C:16]=2[F:21])[C:5]1=[O:13])[CH2:10][CH2:11][CH3:12]. The product is C(CCC)N1C(N(C(C=2NC(=NC12)CC1=CC=C(C=C1)S(=O)(=O)NC=1C(=NN(C1C)C)C)=O)CC1=C(C=CC=C1)F)=O (4-[3-Butyl-1-(2-fluoro-benzyl)-2,6-dioxo-2,3,6,7-tetrahydro-1H-purin-8-ylmethyl]-N-(1,3,5-trimethyl-1H-pyrazol-4-yl)-benzenesulfonamide). Starting materials: NC=1C(N(C(N(C1N)CCCC)=O)CC1=C(C=CC=C1)F)=O (5,6-diamino-1-butyl-3-(2-fluoro-benzyl)-1H-pyrimidine-2,4-dione), CN1N=C(C(=C1C)NS(=O)(=O)C1=CC=C(C=C1)CC(=O)O)C ([4-(1,3,5-trimethyl-1H-pyrazol-4-ylsulfamoyl)-phenyl]-acetic acid).